describe an organic reaction: reactants, conditions, products, and yield From a dataset of the Open Reaction Database (ORD), a public repository of structured organic reaction records. The reactants are CCO, CSc1nc(Cl)c(C#N)c(N2CCc3ccccc3CC2)n1, NCCO. Yields the product CSc1nc(NCCO)c(C#N)c(N2CCc3ccccc3CC2)n1. As a reaction SMILES: [CH3:27][CH2:28][OH:29].[Cl:1][c:2]1[n:3][c:4]([S:21][CH3:22])[n:5][c:6]([N:10]2[CH2:11][CH2:12][c:13]3[c:14]([cH:17][cH:18][cH:19][cH:20]3)[CH2:15][CH2:16]2)[c:7]1[C:8]#[N:9].[NH2:23][CH2:24][CH2:25][OH:26]>>[c:2]1([NH:23][CH2:24][CH2:25][OH:26])[n:3][c:4]([S:21][CH3:22])[n:5][c:6]([N:10]2[CH2:11][CH2:12][c:13]3[c:14]([cH:17][cH:18][cH:19][cH:20]3)[CH2:15][CH2:16]2)[c:7]1[C:8]#[N:9]. The reactants are FC(C=1C=C(CN)C=C(C1)C(F)(F)F)(F)F (3,5-bis(trifluoromethyl)benzylamine), C(C)(C)(C)OC(=O)N1C2=C(C(CCC1)=O)C=C(C=C2)C(F)(F)F (5-Oxo-7-trifluoromethyl-2,3,4,5-tetrahydro-benzo[b]azepine-1-carboxylic acid tert-butyl ester), [BH4-].[Na+] (sodium borohydride). The reagents and catalysts are CC([O-])C.[Ti+4].CC([O-])C.CC([O-])C.CC([O-])C (titanium isopropoxide). Run in CO (Methanol), O (water), C(C)(=O)OCC (ethyl acetate). Conditions: time 8 hour. The product is C(C)(C)(C)OC(=O)N1C2=C(C(CCC1)NCC1=CC(=CC(=C1)C(F)(F)F)C(F)(F)F)C=C(C=C2)C(F)(F)F ((+/−)-t-butyl-5-(3,5-bistrifluoromethylbenzylamino)-7-trifluoromethyl-2,3,4,5-tetrahydrobenzo[b]azepine-1-carboxylate). Reaction SMILES: [F:1][C:2]([F:16])([F:15])[C:3]1[CH:4]=[C:5]([CH:8]=[C:9]([C:11]([F:14])([F:13])[F:12])[CH:10]=1)[CH2:6][NH2:7].[C:17]([O:21][C:22]([N:24]1[CH2:30][CH2:29][CH2:28][C:27](=O)[C:26]2[CH:32]=[C:33]([C:36]([F:39])([F:38])[F:37])[CH:34]=[CH:35][C:25]1=2)=[O:23])([CH3:20])([CH3:19])[CH3:18].[BH4-].[Na+]>CO.O.C(OCC)(=O)C.CC(C)[O-].[Ti+4].CC(C)[O-].CC(C)[O-].CC(C)[O-]>[C:17]([O:21][C:22]([N:24]1[CH2:30][CH2:29][CH2:28][CH:27]([NH:7][CH2:6][C:5]2[CH:4]=[C:3]([C:2]([F:15])([F:16])[F:1])[CH:10]=[C:9]([C:11]([F:14])([F:12])[F:13])[CH:8]=2)[C:26]2[CH:32]=[C:33]([C:36]([F:39])([F:37])[F:38])[CH:34]=[CH:35][C:25]1=2)=[O:23])([CH3:20])([CH3:18])[CH3:19] |f:2.3,7.8.9.10.11|. Procedure details: Add 3,5-bis(trifluoromethyl)benzylamine (0.1 g, 0.4 mmol) followed by titanium isopropoxide (1.0 mL) to 5-Oxo-7-trifluoromethyl-2,3,4,5-tetrahydro-benzo[b]azepine-1-carboxylic acid tert-butyl ester (0.13 g, 0.4 mmol) and stir at room temperature overnight. Dilute the mixture with 5 mL of Methanol and add sodium borohydride (0.8 mmol). Stir the suspension at room temperature for 30 min then dilute with water (20 mL) and ethyl acetate (20 mL). Filter the resulting emulsion through celite and wash ... The reactants are CCCCCC, O=C(O)C1CC1, [Cl-], ClCCl, COc1ccc(N)cn1, c1ccncc1. The product is COc1ccc(NC(=O)C2CC2)cn1. Reaction SMILES: [CH3:23][CH2:24][CH2:25][CH2:26][CH2:27][CH3:28].[CH:17]1([C:20](=[O:21])[OH:22])[CH2:18][CH2:19]1.[Cl-:16].[Cl:29][CH2:30][Cl:31].[NH2:1][c:2]1[cH:3][cH:4][c:5]([O:8][CH3:9])[n:6][cH:7]1.[cH:10]1[cH:11][cH:12][n:13][cH:14][cH:15]1>>[NH:1]([c:2]1[cH:3][cH:4][c:5]([O:8][CH3:9])[n:6][cH:7]1)[C:20]([CH:17]1[CH2:18][CH2:19]1)=[O:21]. Reactants: C(CCC)C1=NC2=CC=C(C=C2C=C1C1OCCO1)OC (2-butyl-3-(1,3-dioxolan-2-yl)-6-methoxyquinoline), C(CCC)C1=NC2=CC=C(C=C2C=C1C1OCCO1)OC (2-Butyl-3-(1,3-dioxolan-2-yl)-6-methoxyquinoline), Cl (HCl). Solvent: C1CCOC1 (THF). Reaction conditions: time 8 hour. Yields the product C(CCC)C1=NC2=CC=C(C=C2C=C1C=O)OC (2-Butyl-6-methoxyquinoline-3-carbaldehyde). Yield: 81.0%. Reaction SMILES: [CH2:1]([C:5]1[C:14]([CH:15]2OCC[O:16]2)=[CH:13][C:12]2[C:7](=[CH:8][CH:9]=[C:10]([O:20][CH3:21])[CH:11]=2)[N:6]=1)[CH2:2][CH2:3][CH3:4].Cl>C1COCC1>[CH2:1]([C:5]1[C:14]([CH:15]=[O:16])=[CH:13][C:12]2[C:7](=[CH:8][CH:9]=[C:10]([O:20][CH3:21])[CH:11]=2)[N:6]=1)[CH2:2][CH2:3][CH3:4]. Reported procedure: To a solution of 2-butyl-3-(1,3-dioxolan-2-yl)-6-methoxyquinoline SMA 44042 (847 mg, 2.95 mmol) in THF (20 mL) in a 100 mL round-bottomed flask equipped with a magnetic stirrer was added a 12 N aqueous HCl solution (5.0 mL, 60.0 mmol) and the mixture was stirred overnight at RT then for 3 h at 70° C. After cooling to RT, THF was removed at 40° C. under vacuum before addition of a 10 N aqueous NaOH solution until neutral pH. The residue was then taken up in CH2Cl2 (50 mL) and the organic layer wa... The reactants are ClC=1C2=C(N=CN1)OC(=C2C2=CC=C(C=C2)OC)C2=CC=CC=C2 (4-chloro-5-(4-methoxyphenyl)-6-phenylfuro[2,3-d]pyrimidine), NC=1C=C(C=CC1)O (3-aminophenol), C([O-])([O-])=O.[K+].[K+] (potassium carbonate). The solvent is CN(C)C=O (DMF). The product is COC1=CC=C(C=C1)C1=C(OC=2N=CN=C(C21)OC=2C=C(N)C=CC2)C2=CC=CC=C2 (3-{[5-(4-Methoxyphenyl)-6-phenylfuro[2,3-d]pyrimidin-4-yl]oxy}aniline). Reaction SMILES: Cl[C:2]1[C:3]2[C:10]([C:11]3[CH:16]=[CH:15][C:14]([O:17][CH3:18])=[CH:13][CH:12]=3)=[C:9]([C:19]3[CH:24]=[CH:23][CH:22]=[CH:21][CH:20]=3)[O:8][C:4]=2[N:5]=[CH:6][N:7]=1.[NH2:25][C:26]1[CH:27]=[C:28]([OH:32])[CH:29]=[CH:30][CH:31]=1.C(=O)([O-])[O-].[K+].[K+]>CN(C=O)C>[CH3:18][O:17][C:14]1[CH:15]=[CH:16][C:11]([C:10]2[C:3]3[C:2]([O:32][C:28]4[CH:27]=[C:26]([CH:31]=[CH:30][CH:29]=4)[NH2:25])=[N:7][CH:6]=[N:5][C:4]=3[O:8][C:9]=2[C:19]2[CH:20]=[CH:21][CH:22]=[CH:23][CH:24]=2)=[CH:12][CH:13]=1 |f:2.3.4|. Procedure details: Stir 1000 mg (2.97 mmol) of 4-chloro-5-(4-methoxyphenyl)-6-phenylfuro[2,3-d]pyrimidine, 1296 mg (11.9 mmol) of 3-aminophenol and 615.6 mg (4.45 mmol) of potassium carbonate in 10 ml of DMF at 80° C. for 8 h. After cooling, concentrate under reduced pressure and take up the residue in water. Filter off the precipitated solid, wash the filter residue repeatedly with water and dry the solid at 50° C. under high vacuum. 1195 mg (98.3% of theory) of the target compound are obtained as a brownish soli... Reactants: NC1=CC=C(C=C1)C=1CCC(NN1)=O (6-(4-aminophenyl)-4,5-dihydropyridazin-3(2H)one), C(C)OC=C(C(C)=O)C(C)=O (3-ethoxymethylene-2,4-pentanedione). As a reaction SMILES: [NH2:1][C:2]1[CH:7]=[CH:6][C:5]([C:8]2[CH2:9][CH2:10][C:11](=[O:14])[NH:12][N:13]=2)=[CH:4][CH:3]=1.C(O[CH:18]=[C:19]([C:23](=[O:25])[CH3:24])[C:20](=[O:22])[CH3:21])C>C(O)C>[C:20]([C:19]([C:23](=[O:25])[CH3:24])=[CH:18][NH:1][C:2]1[CH:7]=[CH:6][C:5]([C:8]2[CH2:9][CH2:10][C:11](=[O:14])[NH:12][N:13]=2)=[CH:4][CH:3]=1)(=[O:22])[CH3:21]. Yields the product C(C)(=O)C(=CNC1=CC=C(C=C1)C=1CCC(NN1)=O)C(C)=O (6-[4-(2,2-diacetylvinyl)aminophenyl]-4,5-dihydropyridazin-3(2H)one). Reported procedure: A solution containing 0.38 g of 6-(4-aminophenyl)-4,5-dihydropyridazin-3(2H)one and 0.4 g of 3-ethoxymethylene-2,4-pentanedione in 5 ml of ethanol was refluxed for 1 h. Yield 0.3 g, mp 218°-222° C. Run in C(C)O (ethanol). The product is Cl.NCCN1C(C(CCCC1)(C1=CC(=CC=C1)OC)CC)=O (1-(2-amino-ethyl)-3-ethyl-3-(3-methoxy-phenyl)-azepan-2-one Hydrochloride). Procedure details: To a solution of 1-(2-azido-ethyl)-3-ethyl-3-(3-methoxy-phenyl)-azepan-2-one (as described above in Step B) (0.56 g, 1.94 mmol) in MeOH (20 mL) and 10% HCl (5 mL) was added 10% Pd/C (0.1 g) under argon. The mixture was placed under 1 atm of H2 and stirred for 2 hr. Filtration and concentration to dryness gave the title compound. RXN SMILES: [N:1]([CH2:4][CH2:5][N:6]1[CH2:12][CH2:11][CH2:10][CH2:9][C:8]([CH2:21][CH3:22])([C:13]2[CH:18]=[CH:17][CH:16]=[C:15]([O:19][CH3:20])[CH:14]=2)[C:7]1=[O:23])=[N+]=[N-].[ClH:24]>CO.[Pd]>[ClH:24].[NH2:1][CH2:4][CH2:5][N:6]1[CH2:12][CH2:11][CH2:10][CH2:9][C:8]([CH2:21][CH3:22])([C:13]2[CH:18]=[CH:17][CH:16]=[C:15]([O:19][CH3:20])[CH:14]=2)[C:7]1=[O:23] |f:4.5|. Run in CO (MeOH). Reagents/catalysts: [Pd] (Pd/C). Reactants: N(=[N+]=[N-])CCN1C(C(CCCC1)(C1=CC(=CC=C1)OC)CC)=O (1-(2-azido-ethyl)-3-ethyl-3-(3-methoxy-phenyl)-azepan-2-one), Cl (HCl). Conditions: time 2 hour. The reactants are BrC1=NC=CC(=C1)C(=O)C1=NC2=C(N1)C=C(C=C2)N2CCC(CC2)N(C)C ((2-bromo-pyridin-4-yl)-[6-(4-dimethylamino-piperidin-1-yl)-1H-benzoimidazol-2-yl]-methanone), CC=1NC2=C(N1)C=CC=C2 (2-methyl benzimidazole), CN[C@H]1[C@@H](CCCC1)NC ((1R,2R)—N,N′-dimethyl-cyclohexane-1,2-diamine). The reagents and catalysts are [Cu]I (CuI). Run in CCOC(=O)C (EtOAc), [Cl-].[Na+].O (brine), CN(C)C=O (DMF). Run at temperature 130 celsius. Yields the product CN(C1CCN(CC1)C=1C=CC2=C(NC(=N2)C(=O)C2=CC(=NC=C2)N2C(=NC3=C2C=CC=C3)C)C1)C ([6-(4-Dimethylamino-piperidin-1-yl)-1H-benzoimidazol-2-yl]-[2-(2-methyl-benzoimidazol-1-yl)-pyridin-4-yl]-methanone). Isolated yield 14.1%. Reaction SMILES: Br[C:2]1[CH:7]=[C:6]([C:8]([C:10]2[NH:14][C:13]3[CH:15]=[C:16]([N:19]4[CH2:24][CH2:23][CH:22]([N:25]([CH3:27])[CH3:26])[CH2:21][CH2:20]4)[CH:17]=[CH:18][C:12]=3[N:11]=2)=[O:9])[CH:5]=[CH:4][N:3]=1.[CH3:28][C:29]1[NH:30][C:31]2[CH:37]=[CH:36][CH:35]=[CH:34][C:32]=2[N:33]=1.CN[C@@H]1CCCC[C@H]1NC>CN(C=O)C.CCOC(C)=O.[Cl-].[Na+].O.[Cu]I>[CH3:26][N:25]([CH3:27])[CH:22]1[CH2:23][CH2:24][N:19]([C:16]2[CH:17]=[CH:18][C:12]3[N:11]=[C:10]([C:8]([C:6]4[CH:5]=[CH:4][N:3]=[C:2]([N:30]5[C:31]6[CH:37]=[CH:36][CH:35]=[CH:34][C:32]=6[N:33]=[C:29]5[CH3:28])[CH:7]=4)=[O:9])[NH:14][C:13]=3[CH:15]=2)[CH2:20][CH2:21]1 |f:5.6.7|. Procedure: A mixture of (2-bromo-pyridin-4-yl)-[6-(4-dimethylamino-piperidin-1-yl)-1H-benzoimidazol-2-yl]-methanone (0.46 mmol, 1.0 mol eq.) [Example 102 (Method 1, Step 3)], 2-methyl benzimidazole (0.56 mmol, 1.2 mol eq), CuI (0.047 mmol, 0.5 mol eq.), (1R,2R)—N,N′-dimethyl-cyclohexane-1,2-diamine (0.093 mmol, 0.2 mol eq.) in 2 mL of DMF was heated at 130° C. for 48 h under nitrogen. The reaction was diluted with 50 mL EtOAc and 50 mL brine. The organic layer was separated and dried over Na2SO4, filtered ...